Dataset: the Open Reaction Database (ORD), a public repository of structured organic reaction records. Task: describe an organic reaction: reactants, conditions, products, and yield The product is NC(=O)c1cccc(Oc2ccc(-c3c4cccc(C(F)(F)F)c4nn3Cc3ccccc3)cc2)c1. Starting materials: O=C(O)c1cccc(Oc2ccc(-c3c4cccc(C(F)(F)F)c4nn3Cc3ccccc3)cc2)c1, N, C1COCCO1. Reaction SMILES: [CH2:1]([c:2]1[cH:3][cH:4][cH:5][cH:6][cH:7]1)[n:8]1[n:9][c:10]2[c:11]([C:33]([F:34])([F:35])[F:36])[cH:12][cH:13][cH:14][c:15]2[c:16]1-[c:17]1[cH:18][cH:19][c:20]([O:21][c:22]2[cH:23][c:24]([C:25](=[O:26])[OH:27])[cH:28][cH:29][cH:30]2)[cH:31][cH:32]1.[NH3:37].[O:38]1[CH2:39][CH2:40][O:41][CH2:42][CH2:43]1>>[CH2:1]([c:2]1[cH:3][cH:4][cH:5][cH:6][cH:7]1)[n:8]1[n:9][c:10]2[c:11]([C:33]([F:34])([F:35])[F:36])[cH:12][cH:13][cH:14][c:15]2[c:16]1-[c:17]1[cH:18][cH:19][c:20]([O:21][c:22]2[cH:23][c:24]([C:25](=[O:27])[NH2:37])[cH:28][cH:29][cH:30]2)[cH:31][cH:32]1. Starting materials: Cc1ccc2c(c1)N(CCN1CCC(N(C(=O)[O-])C(C)(C)C)CC1)C(=O)CO2, N#Cc1ccc2ccc(=O)n(CCN3CCC(N)CC3)c2c1. The product is Cc1ccc2c(c1)N(CCN1CCC(N)CC1)C(=O)CO2. Reaction SMILES: [C:1]([N:5]([C:2](=[O:3])[O-:4])[CH:9]1[CH2:10][CH2:11][N:12]([CH2:15][CH2:16][N:17]2[C:18](=[O:28])[CH2:19][O:20][c:21]3[c:22]2[cH:23][c:24]([CH3:27])[cH:25][cH:26]3)[CH2:13][CH2:14]1)([CH3:6])([CH3:7])[CH3:8].[NH2:29][CH:30]1[CH2:31][CH2:32][N:33]([CH2:34][CH2:35][n:36]2[c:37]3[c:38]([cH:39][cH:40][c:41]([C:42]#[N:43])[cH:44]3)[cH:45][cH:46][c:47]2=[O:48])[CH2:49][CH2:50]1>>[NH2:5][CH:9]1[CH2:10][CH2:11][N:12]([CH2:15][CH2:16][N:17]2[C:18](=[O:28])[CH2:19][O:20][c:21]3[c:22]2[cH:23][c:24]([CH3:27])[cH:25][cH:26]3)[CH2:13][CH2:14]1. Reactants: C(C)(C)C1=CC=C(CC2CCC=3NC(=CC32)C(=O)OC)C=C1 (methyl 4-(4-isopropylbenzyl)-1,4,5,6-tetrahydrocyclopenta[b]pyrrole-2-carboxylate), O.[OH-].[Li+] (lithium hydroxide monohydrate). The product is C(C)(C)C1=CC=C(CC2CCC=3NC(=CC32)C(=O)O)C=C1 (4-(4-isopropylbenzyl)-1,4,5,6-tetrahydrocyclopenta[b]pyrrole-2-carboxylic acid). As a reaction SMILES: [CH:1]([C:4]1[CH:22]=[CH:21][C:7]([CH2:8][CH:9]2[C:16]3[CH:15]=[C:14]([C:17]([O:19]C)=[O:18])[NH:13][C:12]=3[CH2:11][CH2:10]2)=[CH:6][CH:5]=1)([CH3:3])[CH3:2].O.[OH-].[Li+]>>[CH:1]([C:4]1[CH:5]=[CH:6][C:7]([CH2:8][CH:9]2[C:16]3[CH:15]=[C:14]([C:17]([OH:19])=[O:18])[NH:13][C:12]=3[CH2:11][CH2:10]2)=[CH:21][CH:22]=1)([CH3:3])[CH3:2] |f:1.2.3|. Reported procedure: The title compound was synthesized from methyl 4-(4-isopropylbenzyl)-1,4,5,6-tetrahydrocyclopenta[b]pyrrole-2-carboxylate and lithium hydroxide monohydrate according to General Procedure 7. Silica gel was added, the solvent stripped off and the silica gel-imbedded material was purified by flash chromatography (0-80% EtOAc/Heptane) to give 4-(4-isopropylbenzyl)-1,4,5,6-tetrahydrocyclopenta[b]pyrrole-2-carboxylic acid (33) as a light yellow solid. Reactants: NC1C(N(C2=C(C(=N1)C)C=CC=C2N(C)C)CC(=O)N2CC1CCC(C2)CC1)=O ((3RS)-3-amino-1-[(3-azabicyclo[3.2.2]non-3-yl)-carbonylmethyl]-5-methyl-9-(N,N-dimethylamino)-2,3-dihydro-1H-1,4-benzodiazepin-2-one), C1(=CC(=CC=C1)N=C=O)C (3-tolyl isocyanate), Cl (hydrogen chloride). Solvent: O1CCCC1 (tetrahydrofuran), C(C)(=O)OCC (ethyl acetate), C(C)(=O)OCC (ethyl acetate). Product: Cl.C12CN(CC(CC1)CC2)C(=O)CN2C(C(N=C(C1=C2C(=CC=C1)N(C)C)C)NC(=O)NC1=CC(=CC=C1)C)=O (N-[(3RS)-1-(3-azabicyclo[3.2.2]non-3-yl)carbonylmethyl-5-methyl-9-(N,N-dimethylamino )-2,3-dihydro-2-oxo-1H-1,4-benzodiazepin-3-yl]-N′-(3-methylphenyl)urea hydrochloride). The yield is 61.5%. As a reaction SMILES: [NH2:1][CH:2]1[N:8]=[C:7]([CH3:9])[C:6]2[CH:10]=[CH:11][CH:12]=[C:13]([N:14]([CH3:16])[CH3:15])[C:5]=2[N:4]([CH2:17][C:18]([N:20]2[CH2:26][CH:25]3[CH2:27][CH2:28][CH:22]([CH2:23][CH2:24]3)[CH2:21]2)=[O:19])[C:3]1=[O:29].[C:30]1([CH3:39])[CH:35]=[CH:34][CH:33]=[C:32]([N:36]=[C:37]=[O:38])[CH:31]=1.[ClH:40]>O1CCCC1.C(OCC)(=O)C>[ClH:40].[CH:25]12[CH2:24][CH2:23][CH:22]([CH2:28][CH2:27]1)[CH2:21][N:20]([C:18]([CH2:17][N:4]1[C:5]3[C:13]([N:14]([CH3:16])[CH3:15])=[CH:12][CH:11]=[CH:10][C:6]=3[C:7]([CH3:9])=[N:8][CH:2]([NH:1][C:37]([NH:36][C:32]3[CH:33]=[CH:34][CH:35]=[C:30]([CH3:39])[CH:31]=3)=[O:38])[C:3]1=[O:29])=[O:19])[CH2:26]2 |f:5.6|. Procedure details: To a solution of (3RS)-3-amino-1-[(3-azabicyclo[3.2.2]non-3-yl)-carbonylmethyl]-5-methyl-9-(N,N-dimethylamino)-2,3-dihydro-1H-1,4-benzodiazepin-2-one (285 mg) in tetrahydrofuran (4 ml) was added dropwise 3-tolyl isocyanate (100 mg) under stirring at room temperature. The mixture was stirred at room temperature for 2 hours. Removal of the solvent in vacuo afforded a residue, which was triturated in diisopropyl ether and collected by filtration to give a white powder. To a solution of the powder i... Reactants: CCOC(=O)c1cc2cc(O)ccc2o1, CCOC(=O)N=NC(=O)OCC, C1CCOC1, Cc1c(CO)oc2cccc(OCC3CCCN(Cc4cccnc4)C3)c12, c1ccc(P(c2ccccc2)c2ccccc2)cc1. As a reaction SMILES: [CH2:28]([CH3:29])[O:30][C:31](=[O:32])[c:33]1[o:34][c:35]2[c:36]([cH:37]1)[cH:38][c:39]([OH:42])[cH:40][cH:41]2.[CH2:62]([O:63][C:64]([N:65]=[N:66][C:67]([O:68][CH2:69][CH3:70])=[O:71])=[O:72])[CH3:73].[CH2:74]1[O:75][CH2:76][CH2:77][CH2:78]1.[CH3:1][c:2]1[c:3]([CH2:26][OH:27])[o:4][c:5]2[c:6]1[c:7]([O:11][CH2:12][CH:13]1[CH2:14][N:15]([CH2:19][c:20]3[cH:21][n:22][cH:23][cH:24][cH:25]3)[CH2:16][CH2:17][CH2:18]1)[cH:8][cH:9][cH:10]2.[c:43]1([P:44]([c:45]2[cH:46][cH:47][cH:48][cH:49][cH:50]2)[c:51]2[cH:52][cH:53][cH:54][cH:55][cH:56]2)[cH:57][cH:58][cH:59][cH:60][cH:61]1>>[CH3:1][c:2]1[c:3]([CH2:26][O:27][c:39]2[cH:38][c:36]3[c:35]([o:34][c:33]([C:31]([O:30][CH2:28][CH3:29])=[O:32])[cH:37]3)[cH:41][cH:40]2)[o:4][c:5]2[c:6]1[c:7]([O:11][CH2:12][CH:13]1[CH2:14][N:15]([CH2:19][c:20]3[cH:21][n:22][cH:23][cH:24][cH:25]3)[CH2:16][CH2:17][CH2:18]1)[cH:8][cH:9][cH:10]2. Product: CCOC(=O)c1cc2cc(OCc3oc4cccc(OCC5CCCN(Cc6cccnc6)C5)c4c3C)ccc2o1.